Dataset: the Open Reaction Database (ORD), a public repository of structured organic reaction records. Task: describe an organic reaction: reactants, conditions, products, and yield Starting materials: C1(CC1)[C@H]1C[C@@H]2C(=NO[C@H]2CO)CO1 (rel-[(3R,3aR,5R)-5-cyclopropyl-3,3a,4,5-tetrahydro-7H-pyrano[3,4-c][1,2]oxazol-3-yl]methanol), [H-].[Na+] (Sodium hydride), O (Water), IC (Iodomethane). Solvent: CN(C=O)C (N,N-dimethylformamide), CN(C=O)C (N,N-dimethylformamide). Conditions: temperature 0 celsius, time 30 minute. Yields the product C1(CC1)[C@H]1C[C@@H]2C(=NO[C@H]2COC)CO1 (rel-(3R,3aR,5R)-5-cyclopropyl-3-(methoxymethyl)-3,3a,4,5-tetrahydro-7H-pyrano[3,4-c][1,2]oxazole). As a reaction SMILES: [H-].[Na+].[CH:3]1([C@@H:6]2[O:16][CH2:15][C:9]3=[N:10][O:11][C@@H:12]([CH2:13][OH:14])[C@@H:8]3[CH2:7]2)[CH2:5][CH2:4]1.I[CH3:18].O>CN(C)C=O>[CH:3]1([C@@H:6]2[O:16][CH2:15][C:9]3=[N:10][O:11][C@@H:12]([CH2:13][O:14][CH3:18])[C@@H:8]3[CH2:7]2)[CH2:4][CH2:5]1 |f:0.1|. Procedure details: Sodium hydride (60% in oil, 395 mg, 9.88 mmol) was slurried in N,N-dimethylformamide (30 mL) and cooled in an ice bath. A solution of rel-[(3R,3aR,5R)-5-cyclopropyl-3,3a,4,5-tetrahydro-7H-pyrano[3,4-c][1,2]oxazol-3-yl]methanol (C37) (1.30 g, 6.59 mmol) in minimal N,N-dimethylformamide was added drop-wise, and the reaction mixture was stirred at 0° C. for 30 minutes. Iodomethane (0.45 mL, 7.2 mmol) was then added in a drop-wise manner, and the reaction was allowed to proceed for an additional 30 ...